Dataset: the Open Reaction Database (ORD), a public repository of structured organic reaction records. Task: describe an organic reaction: reactants, conditions, products, and yield The reactants are Cl (hydrochloric acid), C(#N)C1=CC=C(C=C1)CCCN1CCC(CC1)NC(=O)C1=CC2=CN=C3C=CC=C(S1)N32 (N-[1-[3-(4-cyanophenyl)propan-1-yl]piperidin-4-yl]-5-thia-1,8b-diazaacenaphthylene-4-carboxamide). Solvent: C(C)O (ethanol). Reaction conditions: time 1 hour. The product is Cl.Cl.C(#N)C1=CC=C(C=C1)CCCN1CCC(CC1)NC(=O)C1=CC2=CN=C3C=CC=C(S1)N32 (N-[1-[3-(4-cyanophenyl)propan-1-yl]piperidin-4-yl]-5-thia-1,8b-diazaacenaphthylene-4-carboxamide dihydrochloride). RXN SMILES: [ClH:1].[C:2]([C:4]1[CH:9]=[CH:8][C:7]([CH2:10][CH2:11][CH2:12][N:13]2[CH2:18][CH2:17][CH:16]([NH:19][C:20]([C:22]3[S:32][C:31]4[N:33]5[C:24](=[CH:25][N:26]=[C:27]5[CH:28]=[CH:29][CH:30]=4)[CH:23]=3)=[O:21])[CH2:15][CH2:14]2)=[CH:6][CH:5]=1)#[N:3]>C(O)C>[ClH:1].[ClH:1].[C:2]([C:4]1[CH:5]=[CH:6][C:7]([CH2:10][CH2:11][CH2:12][N:13]2[CH2:14][CH2:15][CH:16]([NH:19][C:20]([C:22]3[S:32][C:31]4[N:33]5[C:24](=[CH:25][N:26]=[C:27]5[CH:28]=[CH:29][CH:30]=4)[CH:23]=3)=[O:21])[CH2:17][CH2:18]2)=[CH:8][CH:9]=1)#[N:3] |f:3.4.5|. Procedure details: Concentrated hydrochloric acid (1.5 ml) was added to a stirred solution of N-[1-[3-(4-cyanophenyl)propan-1-yl]piperidin-4-yl]-5-thia-1,8b-diazaacenaphthylene-4-carboxamide (298 mg, 0.672 mmol) in ethanol (4.0 ml) at room temperature. After stirring at room temperature for 1 hour, the reaction mixture was concentrated in vacuo to give N-[1-[3-(4-cyanophenyl)propan-1-yl]piperidin-4-yl]-5-thia-1,8b-diazaacenaphthylene-4-carboxamide dihydrochloride as an orange amorphous powdeer (324 mg, 93%). Starting materials: NC1=CC=C2C(C(N(C2=C1)CCCSC1CC1)=O)(C)C (6-amino-1-(3-(cyclopropylthio)propyl)-3,3-dimethylindolin-2-one), C(C1=CC=NC=C1)(=O)Cl (isonicotinoyl chloride), CCN(C(C)C)C(C)C (DIPEA). The solvent is ClCCl (dichloromethane). Product: C1(CC1)SCCCN1C(C(C2=CC=C(C=C12)NC(C1=CC=NC=C1)=O)(C)C)=O (N-(1-(3-(Cyclopropylthio)propyl)-3,3-dimethyl-2-oxoindolin-6-yl)isonicotinamide), oil. Reaction SMILES: [NH2:1][C:2]1[CH:10]=[C:9]2[C:5]([C:6]([CH3:20])([CH3:19])[C:7](=[O:18])[N:8]2[CH2:11][CH2:12][CH2:13][S:14][CH:15]2[CH2:17][CH2:16]2)=[CH:4][CH:3]=1.[C:21](Cl)(=[O:28])[C:22]1[CH:27]=[CH:26][N:25]=[CH:24][CH:23]=1.CCN(C(C)C)C(C)C>ClCCl>[CH:15]1([S:14][CH2:13][CH2:12][CH2:11][N:8]2[C:9]3[C:5](=[CH:4][CH:3]=[C:2]([NH:1][C:21](=[O:28])[C:22]4[CH:27]=[CH:26][N:25]=[CH:24][CH:23]=4)[CH:10]=3)[C:6]([CH3:20])([CH3:19])[C:7]2=[O:18])[CH2:17][CH2:16]1. Procedure details: A solution of 6-amino-1-(3-(cyclopropylthio)propyl)-3,3-dimethylindolin-2-one (160 mg, 496 μmol), isonicotinoyl chloride (84.2 mg, 595 μmol) and DIPEA (192 mg, 260 μl, 1.49 mmol) in dichloromethane (3 ml) was stirred at room temperature for 3 hours. The crude material was purified by flash chromatography on silica gel using EtOAc/heptane as eluent. The title compound was obtained as yellow viscous oil (131 mg). Starting materials: CN1CC(CCC1)=O (1-methyl-piperidin-3-one), CC1=NOC(=C1)C (3,5-dimethylisoxazol), C(CCC)[Li] (butyllithium), Cl (hydrochloric acid). Solvent: O1CCCC1 (tetrahydrofuran), O (Water), O1CCCC1 (tetrahydrofuran). Conditions: time 0.5 hour. The product is OC1(CN(CCC1)C)CC1=CC(=NO1)C (3-Hydroxy-3-(3-methyl-5-isoxazolyl) methyl-1-methylpiperidine). Reaction SMILES: [CH3:1][C:2]1[CH:6]=[C:5]([CH3:7])[O:4][N:3]=1.C([Li])CCC.[CH3:13][N:14]1[CH2:19][CH2:18][CH2:17][C:16](=[O:20])[CH2:15]1.Cl>O1CCCC1.O>[OH:20][C:16]1([CH2:7][C:5]2[O:4][N:3]=[C:2]([CH3:1])[CH:6]=2)[CH2:17][CH2:18][CH2:19][N:14]([CH3:13])[CH2:15]1. Reported procedure: To a solution of 3,5-dimethylisoxazol (4.86 g, 50 mmol) in dry tetrahydrofuran (15 ml) cooled to -78° C was added butyllithium (2.5 M in hexane, 50 mmol). The reaction mixture was stirred for 0.5 h. 1-methyl-piperidin-3-one (2.70 g, 23.9 mmol) dissolved in tetrahydrofuran (25 ml) was added. The reaction mixture was stirred for another 2 h at -78° C. Water (50 ml) was added and the reaction mixture was acidified with concentrated hydrochloric acid. The water phase was extracted with ether (2×50 m...